Dataset: the Open Reaction Database (ORD), a public repository of structured organic reaction records. Task: describe an organic reaction: reactants, conditions, products, and yield Starting materials: [C-]#N.[K+] (potassium cyanide), Cl.C(CCCCCCCCCCCCCCC)NC1=CC=C(C(=O)Cl)C=C1 (4-(hexadecylamino)benzoyl chloride hydrochloride), C(C)(C)N(CC)C(C)C (diisopropylethylamine), C(C)=O (acetaldehyde). The solvent is O1CCCC1 (tetrahydrofuran), O1CCCC1 (tetrahydrofuran). Reaction conditions: time 2 hour. Yields the product C(CCCCCCCCCCCCCCC)NC1=CC=C(C(=O)OC(C)C#N)C=C1 (1-cyanoethyl 4-(hexadecylamino)benzoate). Reaction SMILES: [C-]#N.[K+].[CH:4]([N:7](C(C)C)CC)(C)C.[CH:13](=[O:15])[CH3:14].Cl.[CH2:17]([NH:33][C:34]1[CH:42]=[CH:41][C:37]([C:38](Cl)=[O:39])=[CH:36][CH:35]=1)[CH2:18][CH2:19][CH2:20][CH2:21][CH2:22][CH2:23][CH2:24][CH2:25][CH2:26][CH2:27][CH2:28][CH2:29][CH2:30][CH2:31][CH3:32]>O1CCCC1>[CH2:17]([NH:33][C:34]1[CH:42]=[CH:41][C:37]([C:38]([O:15][CH:13]([C:4]#[N:7])[CH3:14])=[O:39])=[CH:36][CH:35]=1)[CH2:18][CH2:19][CH2:20][CH2:21][CH2:22][CH2:23][CH2:24][CH2:25][CH2:26][CH2:27][CH2:28][CH2:29][CH2:30][CH2:31][CH3:32] |f:0.1,4.5|. Procedure: A mixture of 1 g. (16.1 m moles) potassium cyanide, 5 ml. diisopropylethylamine and 800 mg. (18.1 m moles) acetaldehyde in 50 ml. tetrahydrofuran is stirred for 2 hours at room temperature. To this solution is added 6.7 g. (16.1 m moles) 4-(hexadecylamino)benzoyl chloride hydrochloride in 50 ml. tetrahydrofuran. After stirring for an additional 2 hours, the solution is diluted with 100 ml. water and extracted with ether. After drying with magnesium sulfate, the ether is evaporated and the residu... The reactants are S(=O)(=O)(OC(C(C(F)(F)F)(I)F)(F)F)F (2-Iodohexafluoropropyl fluorosulfate), 5, [OH-].[NH4+] (ammonium hydroxide). Solvent: C(Cl)Cl (methylene chloride). Reaction conditions: temperature 12.5 celsius. The product is IC(C(=O)N)(C(F)(F)F)F (2-Iodotetrafluoropropionamide). The yield is 68.3%. Reaction SMILES: [OH-].[NH4+:2].S(F)([O:6][C:7](F)(F)[C:8]([F:14])([I:13])[C:9]([F:12])([F:11])[F:10])(=O)=O>C(Cl)Cl>[I:13][C:8]([F:14])([C:9]([F:12])([F:11])[F:10])[C:7]([NH2:2])=[O:6] |f:0.1|. Reported procedure: Into a glass flask was placed a mixture of aqueous ammonium hydroxide (28 wt. %, 40.5 mL, 0.6 mol) and methylene chloride (80 mL) which was cooled to 10-15° C. 2-Iodohexafluoropropyl fluorosulfate from Experiment 5 (37.6 g, 0.1 mol) was added slowly with vigorous stirring while the reaction temperature was kept at <15° C. After addition, the mixture was warmed to ambient temperature, the bottom organic layer was separated, washed with aqueous sodium bisulfite solution, dried over MgSO4. The solv...